This data is from the Open Reaction Database (ORD), a public repository of structured organic reaction records. The task is: describe an organic reaction: reactants, conditions, products, and yield Reactants: C(CC(=O)OCC)(=O)OCC (diethyl malonate), [Na] (sodium), Br.N1=CC(=CC=C1)CCCBr (3-(3-pyridyl)-propyl bromide hydrobromide). Solvent: C(C)O (ethanol), C(C)O (ethanol). Yields the product N1=CC(=CC=C1)CCCC(C(=O)OCC)C(=O)OCC (diethyl [3-(3-pyridyl)propyl]-malonate). RXN SMILES: [C:1]([O:9][CH2:10][CH3:11])(=[O:8])[CH2:2][C:3]([O:5][CH2:6][CH3:7])=[O:4].[Na].Br.[N:14]1[CH:19]=[CH:18][CH:17]=[C:16]([CH2:20][CH2:21][CH2:22]Br)[CH:15]=1>C(O)C>[N:14]1[CH:19]=[CH:18][CH:17]=[C:16]([CH2:20][CH2:21][CH2:22][CH:2]([C:3]([O:5][CH2:6][CH3:7])=[O:4])[C:1]([O:9][CH2:10][CH3:11])=[O:8])[CH:15]=1 |f:2.3,^1:11|. Reported procedure: To a solution of 48 ml (0.37 mole) of diethyl malonate in 960 ml ethanol is added 14.03 g (0.61 mole) sodium metal and the mixture is stirred until all of the metal dissolved. The solution is heated to reflux and a solution of 80.04 g (0.28 mole) of 3-(3-pyridyl)-propyl bromide hydrobromide in 960 ml ethanol is added rapidly and the mixture is maintained at reflux for 10 h. The reaction mixture is evaporated and the residue is taken up in 400 ml of 1N aqueous hydrochloric acid and washed with 40... Reactants: CC=1C=CC(=NC1)S(=O)(=O)NC1=NC(=NC(=C1OC1=C(C=CC=C1)OC)OCCN)C1=CC=NC=C1 (5-methyl-N-[6-(2-aminoethoxy)-5-(o-methoxyphenoxy)-2-(4-pyridyl)-4-pyrimidinyl]-2-pyridine sulfonamide), CC1=CC=C(C=C1)S(=O)(=O)Cl (4-methylbenzenesulfonylchloride). Product: CC=1C=CC(=NC1)S(=O)(=O)NC1=NC(=NC(=C1OC1=C(C=CC=C1)OC)OCCNS(=O)(=O)C1=CC=C(C=C1)C)C1=CC=NC=C1 (5-methyl-N-[6-(2-(4-methylbenzenesulfonylamino)-ethoxy)-5-(o-methoxyphenoxy)-2-(4-pyridyl)-4-pyrimidinyl]-2-pyridine sulfonamide). As a reaction SMILES: [CH3:1][C:2]1[CH:3]=[CH:4][C:5]([S:8]([NH:11][C:12]2[C:17]([O:18][C:19]3[CH:24]=[CH:23][CH:22]=[CH:21][C:20]=3[O:25][CH3:26])=[C:16]([O:27][CH2:28][CH2:29][NH2:30])[N:15]=[C:14]([C:31]3[CH:36]=[CH:35][N:34]=[CH:33][CH:32]=3)[N:13]=2)(=[O:10])=[O:9])=[N:6][CH:7]=1.[CH3:37][C:38]1[CH:43]=[CH:42][C:41]([S:44](Cl)(=[O:46])=[O:45])=[CH:40][CH:39]=1>>[CH3:1][C:2]1[CH:3]=[CH:4][C:5]([S:8]([NH:11][C:12]2[C:17]([O:18][C:19]3[CH:24]=[CH:23][CH:22]=[CH:21][C:20]=3[O:25][CH3:26])=[C:16]([O:27][CH2:28][CH2:29][NH:30][S:44]([C:41]3[CH:42]=[CH:43][C:38]([CH3:37])=[CH:39][CH:40]=3)(=[O:46])=[O:45])[N:15]=[C:14]([C:31]3[CH:32]=[CH:33][N:34]=[CH:35][CH:36]=3)[N:13]=2)(=[O:10])=[O:9])=[N:6][CH:7]=1. Reported procedure: According to the procedure described in Example 4a) 107 mg 5-methyl-N-[6-(2-aminoethoxy)-5-(o-methoxyphenoxy)-2-(4-pyridyl)-4-pyrimidinyl]-2-pyridine sulfonamide was reacted with 4-methylbenzenesulfonylchloride to give 70 mg 5-methyl-N-[6-(2-(4-methylbenzenesulfonylamino)-ethoxy)-5-(o-methoxyphenoxy)-2-(4-pyridyl)-4-pyrimidinyl]-2-pyridine sulfonamide. LC-MS: tR=4.55 min [M+1]+663.56, [M−1]−=661.63.